Dataset: the Open Reaction Database (ORD), a public repository of structured organic reaction records. Task: describe an organic reaction: reactants, conditions, products, and yield Reactants: C=1C=CC(=CC1)N(C)C. Reagents/catalysts: N(CC)(CC)CC, O1BOC=2C=CC=CC12, OC(C)(C)C(O)(C)C, ClB(Cl)Cl. The solvent is C=1C=CC(=CC1)C. Reaction conditions: temperature 100 celsius, time 24 hour. Product: O1B(OC(C)(C)C1(C)C)C2=CC=C(C=C2)N(C)C. The yield is 0.0%. Reactants: Cl (hydrochloric acid), C(CCCCCCC)OC1=CC=C(C=C1)C1=NC=C(C=N1)C(=O)OCC (2-(4-octyloxyphenyl)-5- ethoxycarbonylpyrimidine), [OH-].[K+] (potassium hydroxide), C(C)O (ethanol). Run in O (water), O (water). Product: C(CCCCCCC)OC1=CC=C(C=C1)C1=NC=C(C=N1)C(=O)O (2-(4-octyloxyphenyl)pyrimidine-5-carboxylic acid). Reaction SMILES: [CH2:1]([O:9][C:10]1[CH:15]=[CH:14][C:13]([C:16]2[N:21]=[CH:20][C:19]([C:22]([O:24]CC)=[O:23])=[CH:18][N:17]=2)=[CH:12][CH:11]=1)[CH2:2][CH2:3][CH2:4][CH2:5][CH2:6][CH2:7][CH3:8].[OH-].[K+].C(O)C.Cl>O>[CH2:1]([O:9][C:10]1[CH:15]=[CH:14][C:13]([C:16]2[N:17]=[CH:18][C:19]([C:22]([OH:24])=[O:23])=[CH:20][N:21]=2)=[CH:12][CH:11]=1)[CH2:2][CH2:3][CH2:4][CH2:5][CH2:6][CH2:7][CH3:8] |f:1.2|. Procedure details: An eggplant type flask was charged with 2.6 g of the above Compound E, 0.8 g of potassium hydroxide, 45 ml of ethanol and 5 ml of water. The system was refluxed for one hour, and the resultant reaction liquid was poured into 100 ml of water, which was made acidic with hydrochloric acid and extracted with chloroform. The extract was dried over sodium sulfate, removed the solvent by distillation, and recrystallized with 50 ml of hexane. The crystalline product was recovered by filtration, and drie...